Dataset: the Open Reaction Database (ORD), a public repository of structured organic reaction records. Task: describe an organic reaction: reactants, conditions, products, and yield Reactants: C(#N)C1=CC=C(C=C1)C1CN(C1)C(=O)C=1C=CC(=C(C1)C=1N=C(NC1C)C1CCN(CC1)C(=O)OC(C)(C)C)C (tert-butyl 4-(4-(5-(3-(4-cyanophenyl)azetidine-1-carbonyl)-2-methylphenyl)-5-methyl-1H-imidazol-2-yl)piperidine-1-carboxylate), C(C)(C)(C)OC(=O)N1CCC(CC1)(C)C=1NC(=C(N1)C)C=1C=C(C(=O)O)C=CC1C (3-(2-(1-(tert-butoxycarbonyl)-4-methylpiperidin-4-yl)-4-methyl-1H-imidazol-5-yl)-4-methylbenzoic acid), C(C)(C)(C)OC(=O)N1CCC(CC1)(C)C=1NC(=C(N1)C)C=1C=C(C(=O)O)C=CC1C (3-(2-(1-(tert-butoxycarbonyl)-4-methylpiperidin-4-yl)-4-methyl-1H-imidazol-5-yl)-4-methylbenzoic acid), C(C)(C)(C)OC(=O)N1CCC(CC1)C=1NC(=C(N1)C)C=1C=C(C(=O)O)C=CC1C (3-(2-(1-(tert-butoxycarbonyl)piperidin-4-yl)-4-methyl-1H-imidazol-5-yl)-4-methylbenzoic acid). Procedure details: The title compound was prepared using standard chemical manipulations and procedures similar to those used for the preparation of compound 182.3, except 3-(2-(1-(tert-butoxycarbonyl)-4-methylpiperidin-4-yl)-4-methyl-1H-imidazol-5-yl)-4-methylbenzoic acid (compound 185.2) was used in place of 3-(2-(1-(tert-butoxycarbonyl)piperidin-4-yl)-4-methyl-1H-imidazol-5-yl)-4-methylbenzoic acid (compound 182.2). Yields the product C(#N)C1=CC=C(C=C1)C1CN(C1)C(=O)C=1C=CC(=C(C1)C1=C(N=C(N1)C1(CCN(CC1)C(=O)OC(C)(C)C)C)C)C (t-Butyl 4-(5-(5-(3-(4-cyanophenyl)azetidine-1-carbonyl)-2-methylphenyl)-4-methyl-1H-imidazol-2-yl)-4-methylpiperidine-1-carboxylate). Reaction SMILES: [C:1]([C:3]1[CH:8]=[CH:7][C:6]([CH:9]2[CH2:12][N:11]([C:13]([C:15]3[CH:16]=[CH:17][C:18]([CH3:40])=[C:19]([C:21]4[N:22]=[C:23]([CH:27]5[CH2:32][CH2:31][N:30]([C:33]([O:35][C:36]([CH3:39])([CH3:38])[CH3:37])=[O:34])[CH2:29][CH2:28]5)[NH:24][C:25]=4[CH3:26])[CH:20]=3)=[O:14])[CH2:10]2)=[CH:5][CH:4]=1)#[N:2].[C:41](OC(N1CCC(C2NC(C3C=C(C=CC=3C)C(O)=O)=C(C)N=2)(C)CC1)=O)(C)(C)C.C(OC(N1CCC(C2NC(C3C=C(C=CC=3C)C(O)=O)=C(C)N=2)CC1)=O)(C)(C)C>>[C:1]([C:3]1[CH:8]=[CH:7][C:6]([CH:9]2[CH2:10][N:11]([C:13]([C:15]3[CH:16]=[CH:17][C:18]([CH3:40])=[C:19]([C:21]4[NH:22][C:23]([C:27]5([CH3:41])[CH2:32][CH2:31][N:30]([C:33]([O:35][C:36]([CH3:37])([CH3:39])[CH3:38])=[O:34])[CH2:29][CH2:28]5)=[N:24][C:25]=4[CH3:26])[CH:20]=3)=[O:14])[CH2:12]2)=[CH:5][CH:4]=1)#[N:2]. Starting materials: BrC1=CC=C(C=C1)CS(=O)(=O)N(CC(C)C)C1=CC(=CC=C1)Cl (C-(4-bromo-phenyl)-N-(3-chloro-phenyl)-N-isobutyl-methanesulfonamide), CS(=O)(=O)N1CCNCC1 (1-methanesulfonylpiperazine), CC1(C2=C(C(=CC=C2)P(C3=CC=CC=C3)C4=CC=CC=C4)OC5=C(C=CC=C51)P(C6=CC=CC=C6)C7=CC=CC=C7)C (XantPhos), CC(C)([O-])C.[Na+] (sodium tert-butoxide). Reagents/catalysts: C=1C=CC(=CC1)/C=C/C(=O)/C=C/C2=CC=CC=C2.C=1C=CC(=CC1)/C=C/C(=O)/C=C/C2=CC=CC=C2.C=1C=CC(=CC1)/C=C/C(=O)/C=C/C2=CC=CC=C2.[Pd].[Pd] (Pd2(dba)3). Run in C1(=CC=CC=C1)C (toluene). Conditions: temperature 120 celsius. Yields the product C(C)(=O)N1CCN(CC1)C1=CC=C(C=C1)CS(=O)(=O)N(CC(C)C)C1=CC(=CC=C1)Cl (1-(4-(4-acetylpiperazin-1-yl)phenyl)-N-(3-chlorophenyl)-N-isobutylmethanesulfonamide). Yield: 134.1%. As a reaction SMILES: Br[C:2]1[CH:7]=[CH:6][C:5]([CH2:8][S:9]([N:12]([C:17]2[CH:22]=[CH:21][CH:20]=[C:19]([Cl:23])[CH:18]=2)[CH2:13][CH:14]([CH3:16])[CH3:15])(=[O:11])=[O:10])=[CH:4][CH:3]=1.CS([N:28]1[CH2:33][CH2:32][NH:31][CH2:30][CH2:29]1)(=O)=O.CC1(C)C2C(=C(P(C3C=CC=CC=3)C3C=CC=CC=3)C=CC=2)[O:55][C:37]2C(P(C3C=CC=CC=3)C3C=CC=CC=3)=CC=C[C:36]1=2.CC(C)([O-])C.[Na+]>C1(C)C=CC=CC=1.C1C=CC(/C=C/C(/C=C/C2C=CC=CC=2)=O)=CC=1.C1C=CC(/C=C/C(/C=C/C2C=CC=CC=2)=O)=CC=1.C1C=CC(/C=C/C(/C=C/C2C=CC=CC=2)=O)=CC=1.[Pd].[Pd]>[C:37]([N:28]1[CH2:33][CH2:32][N:31]([C:2]2[CH:7]=[CH:6][C:5]([CH2:8][S:9]([N:12]([C:17]3[CH:22]=[CH:21][CH:20]=[C:19]([Cl:23])[CH:18]=3)[CH2:13][CH:14]([CH3:16])[CH3:15])(=[O:11])=[O:10])=[CH:4][CH:3]=2)[CH2:30][CH2:29]1)(=[O:55])[CH3:36] |f:3.4,6.7.8.9.10|. Reported procedure: A mixture of C-(4-bromo-phenyl)-N-(3-chloro-phenyl)-N-isobutyl-methanesulfonamide (150 mg, 36 μmol), 1-methanesulfonylpiperazine (59.2 mg, 361 μmol), Pd2(dba)3 (33 mg, 36 μmol), XantPhos (20.9 mg, 36 μmol), and sodium tert-butoxide (104 mg, 1.08 mmol) in toluene (3 mL) was degassed with nitrogen then heated at 120° C. for 30 minutes in a microwave reactor. Water was added and the reaction extracted with EtOAc, washed with brine, dried with Na2SO4, concentrated and purified by silica gel column c... Starting materials: [H-].[Na+] (sodium hydride), [NH4+].[Cl-] (NH4Cl), C(CC(=O)OC(C)(C)C)(=O)OC(C)(C)C (Ditert-butyl malonate), BrC1=CC(=C(C=C1)C1OCCO1)F (2-(4-bromo-2-fluorophenyl)-1,3-dioxolane). Reagents/catalysts: CC(C)([P](C(C)(C)C)([Pd][P](C(C)(C)C)(C(C)(C)C)C(C)(C)C)C(C)(C)C)C (Pd(PtBu3)2). Solvent: C1CCOC1 (THF), C1CCOC1 (THF). Run at time 10 minute. Yields the product O1C(OCC1)C1=C(C=C(C=C1)C(C(=O)OC(C)(C)C)C(=O)OC(C)(C)C)F (Di-tert-butyl [4-(1,3-dioxolan-2-yl)-3-fluorophenyl]malonate). The yield is 78.6%. RXN SMILES: [C:1]([O:11][C:12]([CH3:15])([CH3:14])[CH3:13])(=[O:10])[CH2:2][C:3]([O:5][C:6]([CH3:9])([CH3:8])[CH3:7])=[O:4].[H-].[Na+].Br[C:19]1[CH:24]=[CH:23][C:22]([CH:25]2[O:29][CH2:28][CH2:27][O:26]2)=[C:21]([F:30])[CH:20]=1.[NH4+].[Cl-]>C1COCC1.CC(C)([P](C(C)(C)C)([Pd][P](C(C)(C)C)(C(C)(C)C)C(C)(C)C)C(C)(C)C)C>[O:26]1[CH2:27][CH2:28][O:29][CH:25]1[C:22]1[CH:23]=[CH:24][C:19]([CH:2]([C:3]([O:5][C:6]([CH3:7])([CH3:8])[CH3:9])=[O:4])[C:1]([O:11][C:12]([CH3:15])([CH3:14])[CH3:13])=[O:10])=[CH:20][C:21]=1[F:30] |f:1.2,4.5,^1:40,46|. Procedure details: Ditert-butyl malonate (1.95 g, 9.02 mmol) was dissolved in THF (8 mL) and sodium hydride (60% dispersion in mineral oil, 0.36 g, 9.00 mmol) was added. The mixture was stirred for 10 minutes before adding Pd(PtBu3)2 (0.17 g, 0.333 mmol) and a solution of 2-(4-bromo-2-fluorophenyl)-1,3-dioxolane (2.03 g, 8.22 mmol) in THF (16 mL). The resulting mixture was heated to reflux under N2 for 18 hours. Room temperature was attained, saturated NH4Cl (150 mL) was added and the products extracted into EtOAc... The reactants are COc1ccc(C(=O)CNCc2ccccc2)cc1, COc1cccc(C=O)c1, [Na+], O=C([O-])O. Yields the product COc1ccc(C(=O)CN(Cc2ccccc2)Cc2cccc(OC)c2)cc1. Reaction SMILES: [CH2:1]([c:2]1[cH:3][cH:4][cH:5][cH:6][cH:7]1)[NH:8][CH2:9][C:10](=[O:11])[c:12]1[cH:13][cH:14][c:15]([O:18][CH3:19])[cH:16][cH:17]1.[CH3:20][O:21][c:22]1[cH:23][c:24]([CH:25]=[O:26])[cH:27][cH:28][cH:29]1.[Na+:34].[O-:30][C:31]([OH:32])=[O:33]>>[CH2:1]([c:2]1[cH:3][cH:4][cH:5][cH:6][cH:7]1)[N:8]([CH2:9][C:10](=[O:11])[c:12]1[cH:13][cH:14][c:15]([O:18][CH3:19])[cH:16][cH:17]1)[CH2:25][c:24]1[cH:23][c:22]([O:21][CH3:20])[cH:29][cH:28][cH:27]1. The reactants are C(#C)N1C2=C(C=3C=C(C=CC13)C)CN(CC2)C (5-ethynyl-2,8-dimethyl-2,3,4,5-tetrahydro-1H-pyrido[4,3-b]indole), Cl.BrC1=CC=NC=C1 (4-bromopyridinehydrochloride), dichlorobistriphenylphosphine palladium (II), CCCC[N+](CCCC)(CCCC)CCCC.[F-] (TBAF), C([O-])(O)=O (bicarbonate). The solvent is O (water). Conditions: temperature 140 celsius. Yields the product F\C(=C/N1C2=C(C=3C=C(C=CC13)C)CN(CC2)C)\C2=CC=NC=C2 ((Z)-5-(2-fluoro-2-(pyridin-4-yl)vinyl)-2,8-dimethyl-2,3,4,5-tetrahydro-1H-pyrido[4,3-b]indole). Reaction SMILES: [C:1]([N:3]1[C:11]2[CH:10]=[CH:9][C:8]([CH3:12])=[CH:7][C:6]=2[C:5]2[CH2:13][N:14]([CH3:17])[CH2:15][CH2:16][C:4]1=2)#[CH:2].Cl.Br[C:20]1[CH:25]=[CH:24][N:23]=[CH:22][CH:21]=1.CCCC[N+](CCCC)(CCCC)CCCC.[F-:43].C(=O)(O)[O-]>O>[F:43]/[C:2](/[C:20]1[CH:25]=[CH:24][N:23]=[CH:22][CH:21]=1)=[CH:1]\[N:3]1[C:11]2[CH:10]=[CH:9][C:8]([CH3:12])=[CH:7][C:6]=2[C:5]2[CH2:13][N:14]([CH3:17])[CH2:15][CH2:16][C:4]1=2 |f:1.2,3.4|. Procedure details: A mixture of 5-ethynyl-2,8-dimethyl-2,3,4,5-tetrahydro-1H-pyrido[4,3-b]indole (138 mg, 0.6 mmol), 4-bromopyridinehydrochloride (100 mg, 0.51 mmol), dichlorobistriphenylphosphine palladium (II) (10 mg, 0.015 mmol) and TBAF.3H2O (481 mg, 1.5 mmol) was added and heated at 80° C. (exothermicity observed; temperature 140° C.) for 5 min in microwave. After completion of reaction (as monitored by TLC & LCMS) reaction mixture was poured into water (20 mL) and saturated bicarbonate solution was added. Th... Starting materials: ClCOC(CNC(C1=CC=CC=C1)(C1=CC=CC=C1)C1=CC=CC=C1)=O (N-tritylglycine chloromethyl ester), C1(=CC=C(C=C1)S(=O)(=O)O)C (p-toluenesulphonic acid). Solvent: CC(=O)C (acetone), CC(=O)C (acetone). Product: C1(=CC=C(C=C1)S(=O)(=O)O)C.ClCOC(CN)=O (Glycine chloromethyl ester p-toluenesulphonate). As a reaction SMILES: [Cl:1][CH2:2][O:3][C:4](=[O:26])[CH2:5][NH:6]C(C1C=CC=CC=1)(C1C=CC=CC=1)C1C=CC=CC=1.[C:27]1([CH3:37])[CH:32]=[CH:31][C:30]([S:33]([OH:36])(=[O:35])=[O:34])=[CH:29][CH:28]=1>CC(C)=O>[C:27]1([CH3:37])[CH:28]=[CH:29][C:30]([S:33]([OH:36])(=[O:34])=[O:35])=[CH:31][CH:32]=1.[Cl:1][CH2:2][O:3][C:4](=[O:26])[CH2:5][NH2:6] |f:3.4|. Procedure: 3.5 g of N-tritylglycine chloromethyl ester in acetone (25 ml) were treated with p-toluenesulphonic acid (1.9 g) in acetone (25 ml). After standing for one-half hour at room temperature, the resulting precipitate was collected on a filter. The product thus obtained had a melting point of 188°-190°C.